Dataset: the Open Reaction Database (ORD), a public repository of structured organic reaction records. Task: describe an organic reaction: reactants, conditions, products, and yield Reactants: CC(=O)[O-], CC(c1ccc(-c2ccccc2)c(F)c1)c1nc(CCl)no1, [K+], CN(C)C=O, O. RXN SMILES: [CH3:24][C:25]([O-:26])=[O:27].[Cl:1][CH2:2][c:3]1[n:4][o:5][c:6]([CH:8]([c:9]2[cH:10][c:11]([F:21])[c:12](-[c:15]3[cH:16][cH:17][cH:18][cH:19][cH:20]3)[cH:13][cH:14]2)[CH3:22])[n:7]1.[K+:23].[O:28]=[CH:29][N:30]([CH3:31])[CH3:32].[OH2:33]>>[CH2:2]([c:3]1[n:4][o:5][c:6]([CH:8]([c:9]2[cH:10][c:11]([F:21])[c:12](-[c:15]3[cH:16][cH:17][cH:18][cH:19][cH:20]3)[cH:13][cH:14]2)[CH3:22])[n:7]1)[O:27][C:25]([CH3:24])=[O:26]. Yields the product CC(=O)OCc1noc(C(C)c2ccc(-c3ccccc3)c(F)c2)n1. Reactants: CCO, Cl, CS(=O)(=O)c1ccc(N2CCc3c(OC4CCN(C#N)CC4)ncnc32)c(F)c1, NO, [Na+], [Na+], O=C([O-])[O-]. Product: CS(=O)(=O)c1ccc(N2CCc3c(OC4CCN(C(=N)NO)CC4)ncnc32)c(F)c1. Reaction SMILES: [CH3:39][CH2:40][OH:41].[ClH:30].[F:1][c:2]1[c:3]([N:12]2[CH2:13][CH2:14][c:15]3[c:16]2[n:17][cH:18][n:19][c:20]3[O:21][CH:22]2[CH2:23][CH2:24][N:25]([C:28]#[N:29])[CH2:26][CH2:27]2)[cH:4][cH:5][c:6]([S:8](=[O:9])(=[O:10])[CH3:11])[cH:7]1.[NH2:31][OH:32].[Na+:33].[Na+:34].[O-:35][C:36](=[O:37])[O-:38]>>[F:1][c:2]1[c:3]([N:12]2[CH2:13][CH2:14][c:15]3[c:16]2[n:17][cH:18][n:19][c:20]3[O:21][CH:22]2[CH2:23][CH2:24][N:25]([C:28](=[NH:29])[NH:31][OH:32])[CH2:26][CH2:27]2)[cH:4][cH:5][c:6]([S:8](=[O:9])(=[O:10])[CH3:11])[cH:7]1.